Task: describe an organic reaction: reactants, conditions, products, and yield. Dataset: the Open Reaction Database (ORD), a public repository of structured organic reaction records Reactants: ClC1=CC=C(CNC=2C=C3CN(C(C3=CC2)=O)CC)C=C1 (5-(4-Chloro-benzylamino)-2-ethyl-2,3-dihydro-isoindol-1-one), N1=CC=CC=C1 (pyridine), CN1C=NC(=C1)S(=O)(=O)Cl (1-methyl-1H-imidazole-4-sulfonyl chloride). Run in C(C)#N (acetonitrile). Reaction conditions: temperature 150 celsius. Product: ClC1=CC=C(CN(S(=O)(=O)C=2N=CN(C2)C)C=2C=C3CN(C(C3=CC2)=O)CC)C=C1 (1-Methyl-1H-imidazole-4-sulfonic acid (4-chloro-benzyl)-(2-ethyl-1-oxo-2,3-dihydro-1H-isoindol-5-yl)-amide), solid. The yield is 25.0%. As a reaction SMILES: [Cl:1][C:2]1[CH:21]=[CH:20][C:5]([CH2:6][NH:7][C:8]2[CH:9]=[C:10]3[C:14](=[CH:15][CH:16]=2)[C:13](=[O:17])[N:12]([CH2:18][CH3:19])[CH2:11]3)=[CH:4][CH:3]=1.N1C=CC=CC=1.[CH3:28][N:29]1[CH:33]=[C:32]([S:34](Cl)(=[O:36])=[O:35])[N:31]=[CH:30]1>C(#N)C>[Cl:1][C:2]1[CH:21]=[CH:20][C:5]([CH2:6][N:7]([C:8]2[CH:9]=[C:10]3[C:14](=[CH:15][CH:16]=2)[C:13](=[O:17])[N:12]([CH2:18][CH3:19])[CH2:11]3)[S:34]([C:32]2[N:31]=[CH:30][N:29]([CH3:28])[CH:33]=2)(=[O:36])=[O:35])=[CH:4][CH:3]=1. Reported procedure: To a stirred solution of 5-(4-Chloro-benzylamino)-2-ethyl-2,3-dihydro-isoindol-1-one (40 mg, 0.133 mmol) and pyridine (23 μM, 0.29 mmol) in dry acetonitrile (1 ml) was added 1-methyl-1H-imidazole-4-sulfonyl chloride (52 mg, 0.29 mmol) and the reaction heated to 150° C. in a microwave for 0.5 hrs. The reaction was filtered and purified by preparative HPLC (Method B) to afford the title compound as an off white solid (17 mg, 25%). HPLC retention time 4.00 min. Mass spectrum (ES+) m/z 445 (M+H). The reactants are BrC=1C=C2C=3N(C(C(NC3C1)=O)=O)C(CC2)C(=O)O (9-bromo-5-carboxy-6,7-dihydro-1H, 5H-pyrido[1,2,3-de]quinoxaline-2,3-dione), Cl.COC([C@@H](N)CC1=CC=CC=C1)=O ((L)-phenylalanine methyl ester hydrochloride). Product: diastereomeric mixture, BrC=1C=C2C=3N(C(C(NC3C1)=O)=O)C(CC2)C(N[C@@H](CC2=CC=CC=C2)C(=O)OC)=O (9-Bromo-5-[(1 S)-1-methoxycarbonyl-2-phenylethylcarbamoyl]-6,7-dihydro-1H, 5H-pyrido[1,2,3-de]quinoxaline-2,3-dione). Yield: 87.0%. As a reaction SMILES: [Br:1][C:2]1[CH:3]=[C:4]2[CH2:16][CH2:15][CH:14]([C:17]([OH:19])=O)[N:6]3[C:7](=[O:13])[C:8](=[O:12])[NH:9][C:10]([CH:11]=1)=[C:5]23.Cl.[CH3:21][O:22][C:23](=[O:33])[C@H:24]([CH2:26][C:27]1[CH:32]=[CH:31][CH:30]=[CH:29][CH:28]=1)[NH2:25]>>[Br:1][C:2]1[CH:3]=[C:4]2[CH2:16][CH2:15][CH:14]([C:17](=[O:19])[NH:25][C@H:24]([C:23]([O:22][CH3:21])=[O:33])[CH2:26][C:27]3[CH:32]=[CH:31][CH:30]=[CH:29][CH:28]=3)[N:6]3[C:7](=[O:13])[C:8](=[O:12])[NH:9][C:10]([CH:11]=1)=[C:5]23 |f:1.2|. Procedure: A procedure similar to that described in Example 5 was carried out with 9-bromo-5-carboxy-6,7-dihydro-1H, 5H-pyrido[1,2,3-de]quinoxaline-2,3-dione (300 mg, 0.92 mmol) and (L)-phenylalanine methyl ester hydrochloride (215 mg, 1.0 mmol) to give 390 mg of a diastereomeric mixture of the title compound (87%): mp 170°~174° C. The mixture (300 mg) was separated by preparative thin layer silica gel chromatography with 1% acetic acid/ethyl acetate to give 110 mg of the less polar product and 120 mg of t... Starting materials: COC([C@@H](N)CC1=CC(=C(C=C1)C=1C(N(C(N(C1C)C)=O)C)=O)C)=O (4-(1,3,6-trimethyl-2,4-dioxo-5-pyrimidinyl)-3-methyl-L-phenylalanine methyl ester), ClC1=C(C(=O)Cl)C(=CC=C1)Cl (2,6-dichlorobenzoyl chloride), C(C)(C)N(CC)C(C)C (diisopropylethylamine). The solvent is ClCCl (dichloromethane), ClCCl (dichloromethane). Run at time 5 minute. The product is COC([C@@H](NC(=O)C1=C(C=CC=C1Cl)Cl)CC1=CC(=C(C=C1)C=1C(N(C(N(C1C)C)=O)C)=O)C)=O (N-[(2,6-dichlorophenyl)carbonyl]-4-(1,3,6-trimethyl-2,4-dioxo-5-pyrimidinyl)-3-methyl-L-phenylalanine methyl ester). Yield: 47.7%. Reaction SMILES: [CH3:1][O:2][C:3](=[O:25])[C@H:4]([CH2:6][C:7]1[CH:12]=[CH:11][C:10]([C:13]2[C:14](=[O:23])[N:15]([CH3:22])[C:16](=[O:21])[N:17]([CH3:20])[C:18]=2[CH3:19])=[C:9]([CH3:24])[CH:8]=1)[NH2:5].[Cl:26][C:27]1[CH:35]=[CH:34][CH:33]=[C:32]([Cl:36])[C:28]=1[C:29](Cl)=[O:30].C(N(C(C)C)CC)(C)C>ClCCl>[CH3:1][O:2][C:3](=[O:25])[C@H:4]([CH2:6][C:7]1[CH:12]=[CH:11][C:10]([C:13]2[C:14](=[O:23])[N:15]([CH3:22])[C:16](=[O:21])[N:17]([CH3:20])[C:18]=2[CH3:19])=[C:9]([CH3:24])[CH:8]=1)[NH:5][C:29]([C:28]1[C:27]([Cl:26])=[CH:35][CH:34]=[CH:33][C:32]=1[Cl:36])=[O:30]. Reported procedure: To a suspension of 4-(1,3,6-trimethyl-2,4-dioxo-5-pyrimidinyl)-3-methyl-L-phenylalanine methyl ester (0.089 mmol, 34 mg) and 2,6-dichlorobenzoyl chloride (0.1 mmol, 21 mg) in dichloromethane (2 mL) was added diisopropylethylamine (0.4 mmol, 70 uL) at room temperature. After 5 min, everything went into solution and the clear yellow solution was stirred for 15 h at room temperature. The resulting brown solution was diluted with dichloromethane (25 mL). The dichloromethane layer was washed successi... Reactants: CS(=O)(=O)c1ccc(C(CC2CCCC2)C(=O)Nc2cnc(Br)cn2)cc1Cl, Cc1ccccc1, CCN(C(C)C)C(C)C, [Cu]I, C#CCCO, Cl[Pd]Cl, c1ccc(P(c2ccccc2)c2ccccc2)cc1, c1ccc(P(c2ccccc2)c2ccccc2)cc1. The product is CS(=O)(=O)c1ccc(C(CC2CCCC2)C(=O)Nc2cnc(C#CCCO)cn2)cc1Cl. As a reaction SMILES: [Br:1][c:2]1[n:3][cH:4][c:5]([NH:8][C:9]([CH:10]([CH2:11][CH:12]2[CH2:13][CH2:14][CH2:15][CH2:16]2)[c:17]2[cH:18][c:19]([Cl:27])[c:20]([S:23](=[O:24])(=[O:25])[CH3:26])[cH:21][cH:22]2)=[O:28])[n:6][cH:7]1.[CH3:43][c:44]1[cH:45][cH:46][cH:47][cH:48][cH:49]1.[CH:29]([N:30]([CH2:31][CH3:32])[CH:33]([CH3:34])[CH3:35])([CH3:36])[CH3:37].[Cu:91][I:92].[OH:38][CH2:39][CH2:40][C:41]#[CH:42].[Pd:50]([Cl:51])[Cl:52].[c:53]1([P:54]([c:55]2[cH:56][cH:57][cH:58][cH:59][cH:60]2)[c:61]2[cH:62][cH:63][cH:64][cH:65][cH:66]2)[cH:67][cH:68][cH:69][cH:70][cH:71]1.[c:72]1([P:73]([c:74]2[cH:75][cH:76][cH:77][cH:78][cH:79]2)[c:80]2[cH:81][cH:82][cH:83][cH:84][cH:85]2)[cH:86][cH:87][cH:88][cH:89][cH:90]1>>[c:2]1([C:42]#[C:41][CH2:40][CH2:39][OH:38])[n:3][cH:4][c:5]([NH:8][C:9]([CH:10]([CH2:11][CH:12]2[CH2:13][CH2:14][CH2:15][CH2:16]2)[c:17]2[cH:18][c:19]([Cl:27])[c:20]([S:23](=[O:24])(=[O:25])[CH3:26])[cH:21][cH:22]2)=[O:28])[n:6][cH:7]1. Starting materials: BrCC=1C=C(C=CC1)C1=C(SC(=C1)CC(C)C)S(=O)(=O)NC(C)(C)C (3-(3-bromomethylphenyl)-5-iso-butyl-N-tert-butylthiophene-2-sulfonamide), C(CCC)C=1NC=CN1 (2-butylimidazole). Run in O1CCOCC1 (dioxane). Conditions: temperature 80 celsius, time 1 hour. Product: C(CCC)C=1N(C=CN1)CC=1C=C(C=CC1)C1=C(SC(=C1)CC(C)C)S(=O)(=O)NC(C)(C)C (3-[3-(2-Butylimidazol-1-ylmethyl)phenyl]-5-iso-butyl-N-tert-butylthiophene-2-sulfonamide), syrup. Yield: 55.1%. RXN SMILES: Br[CH2:2][C:3]1[CH:4]=[C:5]([C:9]2[CH:13]=[C:12]([CH2:14][CH:15]([CH3:17])[CH3:16])[S:11][C:10]=2[S:18]([NH:21][C:22]([CH3:25])([CH3:24])[CH3:23])(=[O:20])=[O:19])[CH:6]=[CH:7][CH:8]=1.[CH2:26]([C:30]1[NH:31][CH:32]=[CH:33][N:34]=1)[CH2:27][CH2:28][CH3:29]>O1CCOCC1>[CH2:26]([C:30]1[N:31]([CH2:2][C:3]2[CH:4]=[C:5]([C:9]3[CH:13]=[C:12]([CH2:14][CH:15]([CH3:17])[CH3:16])[S:11][C:10]=3[S:18]([NH:21][C:22]([CH3:25])([CH3:24])[CH3:23])(=[O:20])=[O:19])[CH:6]=[CH:7][CH:8]=2)[CH:32]=[CH:33][N:34]=1)[CH2:27][CH2:28][CH3:29]. Reported procedure: To a solution of 3-(3-bromomethylphenyl)-5-iso-butyl-N-tert-butylthiophene-2-sulfonamide (70 mg, 0.158 mmol; see Example 1(e)) in dioxane (2.0 mL) was added 2-butylimidazole (58.7 mg, 0.473 mmol) and the reaction mixture was stirred for 1 h at 80° C. The reaction mixture was concentrated in vacuo and the residue was purified by flash chromatography using MeOH:CH2Cl2 (5:95) as eluent to give the sub-title compound in 55% yield as a colourless syrup (42.1 mg, 0.087 mmol).